Dataset: the Open Reaction Database (ORD), a public repository of structured organic reaction records. Task: describe an organic reaction: reactants, conditions, products, and yield The reactants are C1CCOC1, CNCC(=O)OC, Cl, COCc1cc(-c2nc(-c3ccc(C(=O)Cl)c(F)c3)no2)ccc1-c1ccccc1C, [N-]=C=O, CN(C)C=O. The product is COCc1cc(-c2nc(-c3ccc(C(=O)N(C)CC(=O)OC)c(F)c3)no2)ccc1-c1ccccc1C. RXN SMILES: [CH2:48]1[O:49][CH2:50][CH2:51][CH2:52]1.[CH3:38][O:39][C:40]([CH2:41][NH:42][CH3:43])=[O:44].[ClH:37].[F:6][c:7]1[c:8]([C:9](=[O:10])[Cl:11])[cH:12][cH:13][c:14](-[c:16]2[n:17][o:18][c:19](-[c:21]3[cH:22][c:23]([CH2:34][O:35][CH3:36])[c:24](-[c:27]4[c:28]([CH3:33])[cH:29][cH:30][cH:31][cH:32]4)[cH:25][cH:26]3)[n:20]2)[cH:15]1.[N-:45]=[C:46]=[O:47].[O:1]=[CH:2][N:3]([CH3:4])[CH3:5]>>[F:6][c:7]1[c:8]([C:9](=[O:10])[N:42]([CH2:41][C:40]([O:39][CH3:38])=[O:44])[CH3:43])[cH:12][cH:13][c:14](-[c:16]2[n:17][o:18][c:19](-[c:21]3[cH:22][c:23]([CH2:34][O:35][CH3:36])[c:24](-[c:27]4[c:28]([CH3:33])[cH:29][cH:30][cH:31][cH:32]4)[cH:25][cH:26]3)[n:20]2)[cH:15]1.